From a dataset of the Open Reaction Database (ORD), a public repository of structured organic reaction records. describe an organic reaction: reactants, conditions, products, and yield Starting materials: C=CCCC(N(C)C)C1(c2ccc(Cl)c(Cl)c2)CCC1, [Na+], O, O=S([O-])O, c1ccncc1. Yields the product CN(C)C(CCC(O)CO)C1(c2ccc(Cl)c(Cl)c2)CCC1. Reaction SMILES: [CH3:1][N:2]([CH3:3])[CH:4]([CH2:5][CH2:6][CH:7]=[CH2:8])[C:9]1([c:13]2[cH:14][c:15]([Cl:20])[c:16]([Cl:19])[cH:17][cH:18]2)[CH2:10][CH2:11][CH2:12]1.[Na+:25].[OH2:26].[S:21]([O-:22])(=[O:23])[OH:24].[cH:27]1[cH:28][cH:29][n:30][cH:31][cH:32]1>>[CH3:1][N:2]([CH3:3])[CH:4]([CH2:5][CH2:6][CH:7]([CH2:8][OH:26])[OH:22])[C:9]1([c:13]2[cH:14][c:15]([Cl:20])[c:16]([Cl:19])[cH:17][cH:18]2)[CH2:10][CH2:11][CH2:12]1.